From a dataset of the Open Reaction Database (ORD), a public repository of structured organic reaction records. describe an organic reaction: reactants, conditions, products, and yield The reactants are Cc1cc(C)cc(-c2[nH]c3ccc(N)cc3c2CCNC(=O)OC(C)(C)C)c1, CN(C)C(=O)Cl, CCN(C(C)C)C(C)C, C1CCOC1. The product is Cc1cc(C)cc(-c2[nH]c3ccc(NC(=O)N(C)C)cc3c2CCNC(=O)OC(C)(C)C)c1. RXN SMILES: [C:1]([CH3:2])([CH3:3])([CH3:4])[O:5][C:6]([NH:7][CH2:8][CH2:9][c:10]1[c:11](-[c:20]2[cH:21][c:22]([CH3:27])[cH:23][c:24]([CH3:26])[cH:25]2)[nH:12][c:13]2[cH:14][cH:15][c:16]([NH2:19])[cH:17][c:18]12)=[O:28].[CH3:38][N:39]([C:40](=[O:41])[Cl:42])[CH3:43].[CH:29]([N:30]([CH:31]([CH3:32])[CH3:33])[CH2:34][CH3:35])([CH3:36])[CH3:37].[O:44]1[CH2:45][CH2:46][CH2:47][CH2:48]1>>[C:1]([CH3:2])([CH3:3])([CH3:4])[O:5][C:6]([NH:7][CH2:8][CH2:9][c:10]1[c:11](-[c:20]2[cH:21][c:22]([CH3:27])[cH:23][c:24]([CH3:26])[cH:25]2)[nH:12][c:13]2[cH:14][cH:15][c:16]([NH:19][C:40]([N:39]([CH3:38])[CH3:43])=[O:41])[cH:17][c:18]12)=[O:28]. Reactants: C1(=CC=CC=C1)C(CC(=O)O)(CCC(CCCCC(CCC(CC(=O)O)(C1=CC=CC=C1)C1=CC=CC=C1)=O)=O)C1=CC=CC=C1 (3,3,14,14-Tetraphenyl-6,11-diketohexadecane-1,16-dioic acid), C(COCCOCCO)O (triethylene glycol), O.NN (hydrazine hydrate), [OH-].[K+] (KOH). Reaction conditions: temperature 120 celsius. The product is C1(=CC=CC=C1)C(CC(=O)O)(CCCCCCCCCCC(CC(=O)O)(C1=CC=CC=C1)C1=CC=CC=C1)C1=CC=CC=C1 (3,3,14,14-Tetraphenylhexadecane-1,16-dioic acid). As a reaction SMILES: [C:1]1([C:7]([C:41]2[CH:46]=[CH:45][CH:44]=[CH:43][CH:42]=2)([CH2:12][CH2:13][C:14](=O)[CH2:15][CH2:16][CH2:17][CH2:18][C:19](=O)[CH2:20][CH2:21][C:22]([C:33]2[CH:38]=[CH:37][CH:36]=[CH:35][CH:34]=2)([C:27]2[CH:32]=[CH:31][CH:30]=[CH:29][CH:28]=2)[CH2:23][C:24]([OH:26])=[O:25])[CH2:8][C:9]([OH:11])=[O:10])[CH:6]=[CH:5][CH:4]=[CH:3][CH:2]=1.O.NN.[OH-].[K+].C(O)COCCOCCO>>[C:1]1([C:7]([C:41]2[CH:46]=[CH:45][CH:44]=[CH:43][CH:42]=2)([CH2:12][CH2:13][CH2:14][CH2:15][CH2:16][CH2:17][CH2:18][CH2:19][CH2:20][CH2:21][C:22]([C:33]2[CH:34]=[CH:35][CH:36]=[CH:37][CH:38]=2)([C:27]2[CH:28]=[CH:29][CH:30]=[CH:31][CH:32]=2)[CH2:23][C:24]([OH:26])=[O:25])[CH2:8][C:9]([OH:11])=[O:10])[CH:2]=[CH:3][CH:4]=[CH:5][CH:6]=1 |f:1.2,3.4|. Procedure: 0.27 g. 3,3,14,14-Tetraphenyl-6,11-diketohexadecane-1,16-dioic acid, prepared according to Example 23, and 0.23 g. 85% hydrazine hydrate were added to a solution of 0.4 g. KOH in 10 ml. triethylene glycol. The mixture was heated for 24 hours at 120° C., subsequently heated to 195° C. in order to evaporate the water and then boiled under reflux for 7 hours. The mixture was cooled, diluted with water, extracted with ether, acidified and extracted with ether. The ether extract was washed with water... Starting materials: Cl.COC(C(N)CC1=CC=CC=C1)=O (DL-phenylalanine methyl ester hydrochloride), [OH-].[Na+] (sodium hydroxide), C(C)(=O)N[C@@H](CC1=CC=CC=C1)C(=O)O (N-acetyl-L-phenylalanine). The product is C(C)(=O)N[C@@H](CC1=CC=CC=C1)C(=O)O (N-acetyl-L-phenylalanine), COC([C@H](N)CC1=CC=CC=C1)=O (D-phenylalanine methyl ester). Reaction SMILES: [OH-].[Na+].[C:3]([NH:6][C@H:7]([C:15]([OH:17])=[O:16])[CH2:8][C:9]1[CH:14]=[CH:13][CH:12]=[CH:11][CH:10]=1)(=[O:5])[CH3:4].Cl.[CH3:19][O:20][C:21](=[O:31])[CH:22]([CH2:24][C:25]1[CH:30]=[CH:29][CH:28]=[CH:27][CH:26]=1)[NH2:23]>>[C:3]([NH:6][C@H:7]([C:15]([OH:17])=[O:16])[CH2:8][C:9]1[CH:10]=[CH:11][CH:12]=[CH:13][CH:14]=1)(=[O:5])[CH3:4].[CH3:19][O:20][C:21](=[O:31])[C@@H:22]([CH2:24][C:25]1[CH:30]=[CH:29][CH:28]=[CH:27][CH:26]=1)[NH2:23] |f:0.1,3.4|. Procedure: To 310 parts by volume of an aqueous 0.5N sodium hydroxide solution, heated to about 70°, is added, successively, 17.7 parts of N-acetyl-L-phenylalanine and 33.3 parts of DL-phenylalanine methyl ester hydrochloride. A precipitate forms and upon cooling and filtering, the salt of N-acetyl-L-phenylalanine and D-phenylalanine methyl ester is obtained. Recrystallization from hot water affords the pure salt exhibiting an [α]D in 0.5% water of about +32.2°. The reactants are CC(=O)OI1(C=2C=CC=CC2C(=O)O1)(OC(=O)C)OC(=O)C (Dess-Martin periodinane), C(C)(C)(C)OC(NC1=CC(=NO1)C(CO)(C)C)=O ([3-(2-hydroxy-1,1-dimethyl-ethyl)-isoxazol-5-yl]-carbamic acid tert-butyl ester). Solvent: C(Cl)Cl (DCM). Reaction conditions: time 1 hour. The product is C(C)(C)(C)OC(NC1=CC(=NO1)C(C=O)(C)C)=O ([3-(1,1-Dimethyl-2-oxo-ethyl)-isoxazol-5-yl]-carbamic acid tert-butyl ester). Yield: 98.2%. As a reaction SMILES: CC(OI1(OC(C)=O)(OC(C)=O)OC(=O)C2C=CC=CC1=2)=O.[C:23]([O:27][C:28](=[O:40])[NH:29][C:30]1[O:34][N:33]=[C:32]([C:35]([CH3:39])([CH3:38])[CH2:36][OH:37])[CH:31]=1)([CH3:26])([CH3:25])[CH3:24]>C(Cl)Cl>[C:23]([O:27][C:28](=[O:40])[NH:29][C:30]1[O:34][N:33]=[C:32]([C:35]([CH3:39])([CH3:38])[CH:36]=[O:37])[CH:31]=1)([CH3:26])([CH3:24])[CH3:25]. Procedure details: Dess-Martin periodinane (1.39 g, 3.29 mmol) is added to a solution of [3-(2-hydroxy-1,1-dimethyl-ethyl)-isoxazol-5-yl]-carbamic acid tert-butyl ester (602.0 mg, 2.35 mmol) in DCM (20 mL). The reaction mixture is stirred at room temperature for 1 h. After this time, the reaction mixture is quenched with 50 mL (1:1) of saturated aqueous NaHCO3 solution and saturated aqueous sodium thiosulfate solution and stirred at room temperature for 2 h then extracted with DCM twice. The organic extracts are c... Product: ClC1=CC=C(C=N1)C=NC=1SC=CN1 (N-[(6-chloro-3-pyridinyl)methylene]-2-thiazolamine), solid. As a reaction SMILES: [NH2:1][C:2]1[S:3][CH:4]=[CH:5][N:6]=1.[Cl:7][C:8]1[CH:13]=[CH:12][CH:11]=[C:10](C=O)[N:9]=1.Cl[CH2:17]Cl>>[Cl:7][C:8]1[N:9]=[CH:10][C:11]([CH:17]=[N:1][C:2]2[S:3][CH:4]=[CH:5][N:6]=2)=[CH:12][CH:13]=1. Reported procedure: 2-Aminothiazole (0.75 g, 7.5 mmol) was added to 2-chloropyridine-6-carboxaldehyde (1.0 g, 7.1 mmol) in dichloromethane (25 mL) at room temperature. The suspension was stirred an additional 10 min and then concentrated to dryness under vacuum. The resulting residue was heated to 90° C. on a rotary evaporator with a non-returning bump trap to facilitate water removal. After 30 min the resultant yellow solid was checked by NMR to verify reaction completion (by disappearence of the characteristic al... Run at temperature 90 celsius, time 10 minute. Starting materials: NC=1SC=CN1 (2-Aminothiazole), ClC1=NC(=CC=C1)C=O (2-chloropyridine-6-carboxaldehyde), ClCCl (dichloromethane). Starting materials: OC1=C(C=CC=C1)N1CCNCC1 (1-(2-hydroxyphenyl)-piperazine), C1(=CC=CC2=CC=CC=C12)OCC1CO1 (2,3-epoxypropyl naphthyl ether), Cl (hydrochloric acid). Solvent: C(C)(C)O (isopropanol), C(C)(C)O (isopropanol). Product: OC1=C(C=CC=C1)N1CCN(CC1)CC(COC1=CC=CC2=CC=CC=C12)O (1-(2-hydroxyphenyl)-4-[3-(naphth-1-yloxy)-2-hydroxypropyl]-piperazine). As a reaction SMILES: [OH:1][C:2]1[CH:7]=[CH:6][CH:5]=[CH:4][C:3]=1[N:8]1[CH2:13][CH2:12][NH:11][CH2:10][CH2:9]1.[C:14]1([O:24][CH2:25][CH:26]2[O:28][CH2:27]2)[C:23]2[C:18](=[CH:19][CH:20]=[CH:21][CH:22]=2)[CH:17]=[CH:16][CH:15]=1.Cl>C(O)(C)C>[OH:1][C:2]1[CH:7]=[CH:6][CH:5]=[CH:4][C:3]=1[N:8]1[CH2:13][CH2:12][N:11]([CH2:27][CH:26]([OH:28])[CH2:25][O:24][C:14]2[C:23]3[C:18](=[CH:19][CH:20]=[CH:21][CH:22]=3)[CH:17]=[CH:16][CH:15]=2)[CH2:10][CH2:9]1. Procedure details: 4.56 g. (0.025 mole) 1-(2-hydroxyphenyl)-piperazine and 5.6 g. (0.028 mole) 2,3-epoxypropyl naphthyl ether are dissolved in 50 ml. isopropanol and the solution obtained is heated under reflux for 5 hours, while stirring. Thereafter, the reaction mixture is diluted with a further 50 ml. isopropanol and acidified isopropanolic hydrochloric acid. A voluminous product precipitates out which is filtered off with suction, washed several times with isopropanol and recrystallised from methanol. Yield 8.... The reactants are BrC1=C2C=NNC2=CC(=C1)C(F)(F)F (4-bromo-6-(trifluoromethyl)-1H-indazole), C1(=CC=CC=C1)B(O)O (phenylboronic acid), C([O-])([O-])=O.[Na+].[Na+] (sodium carbonate). The reagents and catalysts are C1=CC=C(C=C1)P([C-]2C=CC=C2)C3=CC=CC=C3.C1=CC=C(C=C1)P([C-]2C=CC=C2)C3=CC=CC=C3.Cl[Pd]Cl.[Fe+2] (PdCl2(dppf)). Solvent: O1CCOCC1 (dioxane). Run at temperature 120 celsius. Yields the product C(=O)(C(F)(F)F)O (TFA), C1(=CC=CC=C1)C1=C2C=NNC2=CC(=C1)C(F)(F)F (4-phenyl-6-(trifluoromethyl)-1H-indazole). Yield: 70.8%. RXN SMILES: Br[C:2]1[CH:10]=[C:9]([C:11]([F:14])([F:13])[F:12])[CH:8]=[C:7]2[C:3]=1[CH:4]=[N:5][NH:6]2.[C:15]1(B(O)O)[CH:20]=[CH:19][CH:18]=[CH:17][CH:16]=1.[C:24](=[O:27])([O-])[O-:25].[Na+].[Na+]>C1C=CC(P(C2C=CC=CC=2)[C-]2C=CC=C2)=CC=1.C1C=CC(P(C2C=CC=CC=2)[C-]2C=CC=C2)=CC=1.Cl[Pd]Cl.[Fe+2].O1CCOCC1>[C:24]([OH:25])([C:11]([F:14])([F:13])[F:12])=[O:27].[C:15]1([C:2]2[CH:10]=[C:9]([C:11]([F:14])([F:13])[F:12])[CH:8]=[C:7]3[C:3]=2[CH:4]=[N:5][NH:6]3)[CH:20]=[CH:19][CH:18]=[CH:17][CH:16]=1 |f:2.3.4,5.6.7.8|. Procedure: A vessel was charged with 4-bromo-6-(trifluoromethyl)-1H-indazole (0.1 g, 0.377 mmol), phenylboronic acid (0.069 g, 0.566 mmol), PdCl2(dppf) (0.014 g, 0.019 mmol), and dioxane (3 mL). To the resulting slurry was added 2N aqueous sodium carbonate (0.377 mL, 0.755 mmol). The mixture was purged with nitrogen, heated in a microwave reactor at 120° C. for 30 minutes, and then filtered through a pad of Celite, which was rinsed with methanol. The solvent was removed in vacuo, and the resulting residue ...